This data is from the Open Reaction Database (ORD), a public repository of structured organic reaction records. The task is: describe an organic reaction: reactants, conditions, products, and yield Reaction SMILES: [CH3:1][C:2]1([C:8]2[CH:13]=[CH:12][C:11]([O:14][CH3:15])=[C:10]([O:16][CH2:17][CH3:18])[CH:9]=2)[O:6][C:5](=[O:7])[NH:4][CH2:3]1.[OH-].[K+].[CH3:21]I>O1CCCC1>[CH2:17]([O:16][C:10]1[CH:9]=[C:8]([C:2]2([CH3:1])[O:6][C:5](=[O:7])[N:4]([CH3:21])[CH2:3]2)[CH:13]=[CH:12][C:11]=1[O:14][CH3:15])[CH3:18] |f:1.2|. Procedure: 500 mg (2.0 mmol) of 5-methyl-5-(3-ethoxy-4-methoxyphenyl)-2-oxazolidinone, 125 mg (2.22 mmol) of potassium hydroxide, and 0.167 ml (2.38 mmol) of methyl iodide were stirred in 4 ml of tetrahydrofuran for 4 hours at room temperature. The process was continued analogously to Example 8, thus obtaining 201 mg of 5-(3-ethoxy-4-methoxyphenyl)-3,5-dimethyl-2-oxazolidinone as an oil. The yield is 37.9%. Run in O1CCCC1 (tetrahydrofuran). Reactants: CC1(CNC(O1)=O)C1=CC(=C(C=C1)OC)OCC (5-methyl-5-(3-ethoxy-4-methoxyphenyl)-2-oxazolidinone), [OH-].[K+] (potassium hydroxide), CI (methyl iodide). The product is C(C)OC=1C=C(C=CC1OC)C1(CN(C(O1)=O)C)C (5-(3-ethoxy-4-methoxyphenyl)-3,5-dimethyl-2-oxazolidinone). The reactants are ClCCl, Cc1cccc2c(C(=O)O)cnn12, CCOC(C)=O, NC1CN2CCC1CC2, [Na+], [OH-], O=S(Cl)Cl. The product is Cc1cccc2c(C(=O)NC3CN4CCC3CC4)cnn12. Reaction SMILES: [CH2:29]([Cl:30])[Cl:31].[CH3:1][c:2]1[cH:3][cH:4][cH:5][c:6]2[n:7]1[n:8][cH:9][c:10]2[C:11](=[O:12])[OH:13].[CH3:32][CH2:33][O:34][C:35](=[O:36])[CH3:37].[N:14]12[CH2:15][CH:16]([NH2:22])[CH:17]([CH2:18][CH2:19]1)[CH2:20][CH2:21]2.[Na+:24].[OH-:23].[S:25]([Cl:26])([Cl:27])=[O:28]>>[CH3:1][c:2]1[cH:3][cH:4][cH:5][c:6]2[n:7]1[n:8][cH:9][c:10]2[C:11](=[O:13])[NH:22][CH:16]1[CH2:15][N:14]2[CH2:19][CH2:18][CH:17]1[CH2:20][CH2:21]2. The reactants are CN1N=C(C(=C1)NC(=O)C=1N=C(OC1)C1=CC(=NC=C1)NCC(F)(F)F)N1C(C(CC1)C)=O (Racemic N-(1-methyl-3-(3-methyl-2-oxopyrrolidin-1-yl)-1H-pyrazol-4-yl)-2-(2-((2,2,2-trifluoroethyl)amino)pyridin-4-yl)-1,3-oxazole-4-carboxamide), compound. Run in CCCCCC.C(C)O (hexane ethanol). Yields the product CN1N=C(C(=C1)NC(=O)C=1N=C(OC1)C1=CC(=NC=C1)NCC(F)(F)F)N1C([C@H](CC1)C)=O (N-(1-methyl-3-((3S)-3-methyl-2-oxopyrrolidin-1-yl)-1H-pyrazol-4-yl)-2-(2-((2,2,2-trifluoroethyl)amino)pyridin-4-yl)-1,3-oxazole-4-carboxamide). Isolated yield 46.0%. RXN SMILES: [CH3:1][N:2]1[CH:6]=[C:5]([NH:7][C:8]([C:10]2[N:11]=[C:12]([C:15]3[CH:20]=[CH:19][N:18]=[C:17]([NH:21][CH2:22][C:23]([F:26])([F:25])[F:24])[CH:16]=3)[O:13][CH:14]=2)=[O:9])[C:4]([N:27]2[CH2:31][CH2:30][CH:29]([CH3:32])[C:28]2=[O:33])=[N:3]1>CCCCCC.C(O)C>[CH3:1][N:2]1[CH:6]=[C:5]([NH:7][C:8]([C:10]2[N:11]=[C:12]([C:15]3[CH:20]=[CH:19][N:18]=[C:17]([NH:21][CH2:22][C:23]([F:25])([F:26])[F:24])[CH:16]=3)[O:13][CH:14]=2)=[O:9])[C:4]([N:27]2[CH2:31][CH2:30][C@H:29]([CH3:32])[C:28]2=[O:33])=[N:3]1 |f:1.2|. Procedure: Racemic N-(1-methyl-3-(3-methyl-2-oxopyrrolidin-1-yl)-1H-pyrazol-4-yl)-2-(2-((2,2,2-trifluoroethyl)amino)pyridin-4-yl)-1,3-oxazole-4-carboxamide (399 mg) was resolved by HPLC (column: CHIRALPAK IA (trade name), 50 mmID×500 mL, manufactured by Daicel Chemical Industries, mobile phase: hexane/ethanol=500/500), and the compound (186.7 mg) having a shorter retention time was recrystallized from THF/diisopropyl ether to give the title compound (183.7 mg). Reactants: C(C1=CC=CC=C1)OC1=C(C=C(C=C1)C(C1=CNC2=NC=CC=C21)OC)OC (3-[(4-benzyloxy-3-methoxy-phenyl)-methoxy-methyl]-1H-pyrrolo[2,3-b]pyridine), FC(C(=O)O)(F)F (trifluoroacetic acid), C(C)[SiH](CC)CC (triethylsilane). Run in C(C)#N (acetonitrile). Reaction conditions: temperature 80 celsius, time 8 hour. Yields the product C(C1=CC=CC=C1)OC1=C(C=C(CC2=CNC3=NC=CC=C32)C=C1)OC (3-(4-benzyloxy-3-methoxy-benzyl)-1H-pyrrolo[2,3-b]pyridine). Reaction SMILES: [CH2:1]([O:8][C:9]1[CH:14]=[CH:13][C:12]([CH:15](OC)[C:16]2[C:24]3[C:19](=[N:20][CH:21]=[CH:22][CH:23]=3)[NH:18][CH:17]=2)=[CH:11][C:10]=1[O:27][CH3:28])[C:2]1[CH:7]=[CH:6][CH:5]=[CH:4][CH:3]=1.FC(F)(F)C(O)=O.C([SiH](CC)CC)C>C(#N)C>[CH2:1]([O:8][C:9]1[CH:14]=[CH:13][C:12]([CH2:15][C:16]2[C:24]3[C:19](=[N:20][CH:21]=[CH:22][CH:23]=3)[NH:18][CH:17]=2)=[CH:11][C:10]=1[O:27][CH3:28])[C:2]1[CH:7]=[CH:6][CH:5]=[CH:4][CH:3]=1. Reported procedure: 3-[(4-Benzyloxy-3-methoxy-phenyl)-methoxy-methyl]-1H-pyrrolo[2,3-b]pyridine (565, 0.9 g, 2.4 mmol) and acetonitrile (50 mL) were mixed with trifluoroacetic acid (0.360 mL, 4.7 mmol) and triethylsilane (0.746 mL, 4.7 mmol). The reaction was heated at 80° C. and stirred overnight. The reaction was concentrated. The mixture was extracted with ethyl acetate and saturated sodium bicarbonate. The organic layer was dried over anhydrous sodium sulfate, filtered and concentrated. The desired compound was...